Dataset: the Open Reaction Database (ORD), a public repository of structured organic reaction records. Task: describe an organic reaction: reactants, conditions, products, and yield Starting materials: C(OCC)(OCC)OCC (triethyl orthoformate), C(OCC)(OCC)OCC (Triethyl orthoformate), Cl.N1=CC=CC=C1 (pyridine hydrochloride), C(CCC)C1=CC(=NO1)CNC1=C(C=NC2=CC=CC=C12)N (N4-[(5-butylisoxazol-3-yl)methyl]quinoline-3,4-diamine), Cl.N1=CC=CC=C1 (pyridine hydrochloride). Solvent: C(C)#N (acetonitrile). Product: C(CCC)C1=CC(=NO1)CN1C=NC=2C=NC=3C=CC=CC3C21 (1-[(5-butylisoxazol-3-yl)methyl]-1H-imidazo[4,5-c]quinoline). Isolated yield 86.5%. RXN SMILES: [CH:1](OCC)(OCC)OCC.Cl.N1C=CC=CC=1.[CH2:18]([C:22]1[O:26][N:25]=[C:24]([CH2:27][NH:28][C:29]2[C:38]3[C:33](=[CH:34][CH:35]=[CH:36][CH:37]=3)[N:32]=[CH:31][C:30]=2[NH2:39])[CH:23]=1)[CH2:19][CH2:20][CH3:21]>C(#N)C>[CH2:18]([C:22]1[O:26][N:25]=[C:24]([CH2:27][N:28]2[C:29]3[C:38]4[CH:37]=[CH:36][CH:35]=[CH:34][C:33]=4[N:32]=[CH:31][C:30]=3[N:39]=[CH:1]2)[CH:23]=1)[CH2:19][CH2:20][CH3:21] |f:1.2|. Reported procedure: Triethyl orthoformate (0.80 mL, 4.80 mmol) and pyridine hydrochloride (0.092 g, 0.80 mmol) were sequentially added to a solution of N4-[(5-butylisoxazol-3-yl)methyl]quinoline-3,4-diamine (1.19 g, 4.00 mmol) in acetonitrile (100 mL), and the solution was heated gently at reflux overnight. An analysis by HPLC indicated the presence of starting material, and additional triethyl orthoformate and pyridine hydrochloride were added. The solution was heated at reflux for an additional 24 hours. The solv...